This data is from the Open Reaction Database (ORD), a public repository of structured organic reaction records. The task is: describe an organic reaction: reactants, conditions, products, and yield Reactants: N#CC1CC(F)CN1C(=O)CNC12CCC(C(=O)O)(CC1)CC2, Nc1ccc(OC(F)(F)F)cc1. Product: N#CC1CC(F)CN1C(=O)CNC12CCC(C(=O)Nc3ccc(OC(F)(F)F)cc3)(CC1)CC2. Reaction SMILES: [C:1](=[O:2])([OH:3])[C:4]12[CH2:5][CH2:6][C:7]([NH:12][CH2:13][C:14](=[O:15])[N:16]3[CH:17]([C:22]#[N:23])[CH2:18][CH:19]([F:21])[CH2:20]3)([CH2:8][CH2:9]1)[CH2:10][CH2:11]2.[F:24][C:25]([O:26][c:27]1[cH:28][cH:29][c:30]([NH2:31])[cH:32][cH:33]1)([F:34])[F:35]>>[C:1](=[O:2])([C:4]12[CH2:5][CH2:6][C:7]([NH:12][CH2:13][C:14](=[O:15])[N:16]3[CH:17]([C:22]#[N:23])[CH2:18][CH:19]([F:21])[CH2:20]3)([CH2:8][CH2:9]1)[CH2:10][CH2:11]2)[NH:31][c:30]1[cH:29][cH:28][c:27]([O:26][C:25]([F:24])([F:34])[F:35])[cH:33][cH:32]1. The reactants are N1C=NC(=C1C#N)C#N (imidazole-4,5-dinitrile), CC1=C(CCl)C=CC=C1 (o-methylbenzyl chloride), [Na] (sodium). Run in C(C)O (ethanol). Yields the product CC1=C(CN2C=NC(=C2C#N)C#N)C=CC=C1 (1-(o-methylbenzyl)-imidazole-4,5-dinitrile). Reaction SMILES: [Na].[NH:2]1[C:6]([C:7]#[N:8])=[C:5]([C:9]#[N:10])[N:4]=[CH:3]1.[CH3:11][C:12]1[CH:19]=[CH:18][CH:17]=[CH:16][C:13]=1[CH2:14]Cl>C(O)C>[CH3:11][C:12]1[CH:19]=[CH:18][CH:17]=[CH:16][C:13]=1[CH2:14][N:2]1[C:6]([C:7]#[N:8])=[C:5]([C:9]#[N:10])[N:4]=[CH:3]1 |^1:0|. Reported procedure: 3.70 g of sodium are dissolved in 375 ml of ethanol and then 14.6 g of imidazole-4,5-dinitrile and 16.5 ml of o-methylbenzyl chloride are added and the whole is heated under reflux for 8 hours. The whole is concentrated to dryness by evaporation under reduced pressure and the residue is taken up in dichloromethane, washed in succession with water and with saturated sodium chloride solution, dried over sodium sulphate and concentrated to dryness by evaporation. The crude product is purified by ch... The reactants are CCOC(=O)c1c(CCCC(=O)O)c[nH]c1C, [Na+], [Na+], O=C([O-])[O-], O=P12OP3(=O)OP(=O)(O1)OP(=O)(O2)O3, O. Yields the product CCOC(=O)c1c(C)[nH]c2c1CCCC2=O. RXN SMILES: [CH2:15]([CH3:16])[O:17][C:18](=[O:19])[c:20]1[c:21]([CH2:26][CH2:27][CH2:28][C:29](=[O:30])[OH:31])[cH:22][nH:23][c:24]1[CH3:25].[Na+:32].[Na+:33].[O-:34][C:35](=[O:36])[O-:37].[O:1]=[P:2]12[O:3][P:4]3(=[O:14])[O:5][P:6](=[O:12])([O:7][P:8](=[O:11])([O:9]3)[O:10]1)[O:13]2.[OH2:38]>>[CH2:15]([CH3:16])[O:17][C:18](=[O:19])[c:20]1[c:21]2[c:22]([nH:23][c:24]1[CH3:25])[C:29](=[O:31])[CH2:28][CH2:27][CH2:26]2.